Task: describe an organic reaction: reactants, conditions, products, and yield. Dataset: the Open Reaction Database (ORD), a public repository of structured organic reaction records Reactants: CC(CO)CC1=CC=CC=C1 (2-methyl-3-phenylpropanol). The reagents and catalysts are [Fe](Cl)Cl (iron chloride). Run in C1CCCCC1 (cyclohexane), ClC(C)Cl (dichloroethane). Product: CC(CO)CC1=CC=C(C=C1)C(C)(C)C (2-methyl-3-(4-tert-butylphenyl)propanol). The yield is 84.0%. Reaction SMILES: [CH3:1][CH:2]([CH2:5][C:6]1[CH:11]=[CH:10][CH:9]=[CH:8][CH:7]=1)[CH2:3][OH:4]>C1CCCCC1.ClC(Cl)C.[Fe](Cl)Cl>[CH3:1][CH:2]([CH2:5][C:6]1[CH:11]=[CH:10][C:9]([C:2]([CH3:5])([CH3:3])[CH3:1])=[CH:8][CH:7]=1)[CH2:3][OH:4]. Reported procedure: DE 29 52 719 likewise describes the iron chloride-catalyzed Friedel-Crafts alkylation of 2-methyl-3-phenylpropanol. In cyclohexane or dichloroethane as solvent, a yield of 84-86% of 2-methyl-3-(4-tert-butylphenyl)propanol was obtained. The formation of the m-isomeric compound (2-methyl-3-(3-tert-butylphenyl)propanol), was not demonstrated. A disadvantage of the described Friedel-Crafts alkylations is the small amount of the m-isomeric compound formed (m:p ratio is max. 1:5). The reactants are C(C1=CC=CC=C1)C(C(CC(CCC(C)(C)F)C(NCCO)=O)O[Si](C)(C)C(C)(C)C)NC(=O)C1=NC2=CC=CC=C2N=C1 (quinoxaline-2-carboxylic acid [1-benzyl-2-(tert-butyl-dimethyl-silanyloxy)-7-fluoro-4-(2-hydroxy-ethylcarbamoyl)-7-methyl-octyl]-amide), CC(=O)OI1(C2=CC=CC=C2C(=O)O1)(OC(=O)C)OC(=O)C (1,1,1-triacetoxy-1,1-dihydro-1,2-benziodoxol-3(1H)-one). Solvent: CCOCC (ether), C(Cl)Cl (methylene chloride). Conditions: time 2 hour. The product is C(C1=CC=CC=C1)C(C(CC(CCC(C)(C)F)C(NCC=O)=O)O[Si](C)(C)C(C)(C)C)NC(=O)C1=NC2=CC=CC=C2N=C1 (Quinoxaline-2-carboxylic acid [1-benzyl-2-(tert-butyl-dimethyl-silanyloxy)-7-fluoro-7-methyl-4-(2-oxo-ethylcarbamoyl)-octyl]-amide). The yield is 93.5%. Reaction SMILES: [CH2:1]([CH:8]([NH:32][C:33]([C:35]1[CH:44]=[N:43][C:42]2[C:37](=[CH:38][CH:39]=[CH:40][CH:41]=2)[N:36]=1)=[O:34])[CH:9]([O:24][Si:25]([C:28]([CH3:31])([CH3:30])[CH3:29])([CH3:27])[CH3:26])[CH2:10][CH:11]([C:18](=[O:23])[NH:19][CH2:20][CH2:21][OH:22])[CH2:12][CH2:13][C:14]([F:17])([CH3:16])[CH3:15])[C:2]1[CH:7]=[CH:6][CH:5]=[CH:4][CH:3]=1.CC(OI1(OC(C)=O)(OC(C)=O)OC(=O)C2C1=CC=CC=2)=O>C(Cl)Cl.CCOCC>[CH2:1]([CH:8]([NH:32][C:33]([C:35]1[CH:44]=[N:43][C:42]2[C:37](=[CH:38][CH:39]=[CH:40][CH:41]=2)[N:36]=1)=[O:34])[CH:9]([O:24][Si:25]([C:28]([CH3:31])([CH3:30])[CH3:29])([CH3:27])[CH3:26])[CH2:10][CH:11]([C:18](=[O:23])[NH:19][CH2:20][CH:21]=[O:22])[CH2:12][CH2:13][C:14]([F:17])([CH3:16])[CH3:15])[C:2]1[CH:3]=[CH:4][CH:5]=[CH:6][CH:7]=1. Reported procedure: To a solution of quinoxaline-2-carboxylic acid [1-benzyl-2-(tert-butyl-dimethyl-silanyloxy)-7-fluoro-4-(2-hydroxy-ethylcarbamoyl)-7-methyl-octyl]-amide (250 mg, 0.400 mmol) in methylene chloride was added 1,1,1-triacetoxy-1,1-dihydro-1,2-benziodoxol-3(1H)-one [Dess-Martin periodinane] (340 mg, 0.800 mmol). The reaction was stirred for 2 hours and then diluted with ether and quenched with a 1:1 mixture of saturated aqueous sodium thiosulfate:sodium bicarbonate. The layers were separated and the a... Reactants: CCS, [CH3], [K+], CSc1nnc(C(C)(C)C)c(=O)n1N, [OH-]. RXN SMILES: [CH2:15]([SH:16])[CH3:17].[CH3:20].[K+:19].[NH2:1][n:2]1[c:3]([S:13][CH3:14])[n:4][n:5][c:6]([C:9]([CH3:10])([CH3:11])[CH3:12])[c:7]1=[O:8].[OH-:18]>>[NH2:1][n:2]1[c:3]([S:13][CH2:14][CH3:15])[n:4][n:5][c:6]([C:9]([CH3:10])([CH3:11])[CH3:12])[c:7]1=[O:8]. The product is CCSc1nnc(C(C)(C)C)c(=O)n1N. The reactants are NC1=CC=CC=C1 (aniline), C[Si](C)(C)Cl (TMSCl), C(=O)(O)[O-].[Na+] (NaHCO3), CC1(OC(CC(O1)=O)=O)C (2,2-Dimethyl-1,3-dioxane-4,6-dione). Run in C(Cl)Cl (DCM). Run at time 1 hour. Yields the product O=C(CC(=O)O)NC1=CC=CC=C1 (3-oxo-3-(phenylamino)propanoic acid). Isolated yield 65.6%. As a reaction SMILES: [NH2:1][C:2]1[CH:7]=[CH:6][CH:5]=[CH:4][CH:3]=1.C[Si](Cl)(C)C.CC1(C)[O:19][C:18](=O)[CH2:17][C:16](=[O:21])[O:15]1.C([O-])(O)=O.[Na+]>C(Cl)Cl>[O:19]=[C:18]([NH:1][C:2]1[CH:7]=[CH:6][CH:5]=[CH:4][CH:3]=1)[CH2:17][C:16]([OH:21])=[O:15] |f:3.4|. Procedure details: To a solution of aniline (13 mL, 143 mmol) in DCM (290 mL) was added TMSCl (18.2 mL, 143 mmol) at room temperature and the reaction mixture was stirred for 1 hour. [Rigo, B.; Fasseur, D.; Cauliez, P. and Couturier, D. Tetrahedron Lett.; 30; 23; 1989; 3073-3076.]. 2,2-Dimethyl-1,3-dioxane-4,6-dione (20.6 g, 143 mmol) was added and combined reaction mixture was stirred overnight at room temperature, poured into saturated NaHCO3 solution and extracted with EtOAc. The aqueous phase was collected, ac... The reactants are COC(=O)N1CC[C@@H]2[C@](CCC[C@H]12)(C#CC=1C=C(C=CC1)C)O ((3aS,4R,7aS)-4-hydroxy-4-m-tolylethynyl-octahydro-indole-1-carboxylic acid methyl ester), C1(CCCC1)C(=O)O (cyclopentanecarboxylic acid). The product is C1(CCCC1)C(=O)O[C@@]1([C@@H]2CCN([C@@H]2CCC1)C(=O)OC)C#CC=1C=C(C=CC1)C ((3aR,4S,7aR)-methyl 4-(cyclopentanecarbonyloxy)-4-(m-tolylethynyl)octahydro-1H-indole-1-carboxylate). RXN SMILES: [CH3:1][O:2][C:3]([N:5]1[C@@H:13]2[C@@H:8]([C@@:9]([OH:23])([C:14]#[C:15][C:16]3[CH:17]=[C:18]([CH3:22])[CH:19]=[CH:20][CH:21]=3)[CH2:10][CH2:11][CH2:12]2)[CH2:7][CH2:6]1)=[O:4].[CH:24]1([C:29](O)=[O:30])[CH2:28][CH2:27][CH2:26][CH2:25]1>>[CH:24]1([C:29]([O:23][C@@:9]2([C:14]#[C:15][C:16]3[CH:17]=[C:18]([CH3:22])[CH:19]=[CH:20][CH:21]=3)[CH2:10][CH2:11][CH2:12][C@@H:13]3[C@H:8]2[CH2:7][CH2:6][N:5]3[C:3]([O:2][CH3:1])=[O:4])=[O:30])[CH2:28][CH2:27][CH2:26][CH2:25]1. Reported procedure: Synthesis in analogy to the General Method 1 starting from (3aS,4R,7aS)-4-hydroxy-4-m-tolylethynyl-octahydro-indole-1-carboxylic acid methyl ester and cyclopentanecarboxylic acid to yield (3aR,4S,7aR)-methyl 4-(cyclopentanecarbonyloxy)-4-(m-tolylethynyl)octahydro-1H-indole-1-carboxylate. MS [M+H]=296 (ester eliminated ion); RT=4.183 min; HPLC Method III Starting materials: O=C([O-])[O-], CCOC(C)=O, Fc1ccc(COc2c(Br)cccc2-c2cccc(C(c3ccccc3)c3ccccc3)n2)cc1, [K+], [K+], C1COCCO1, O, OB(O)c1ccccc1, c1ccc(P(c2ccccc2)(c2ccccc2)[Pd](P(c2ccccc2)(c2ccccc2)c2ccccc2)(P(c2ccccc2)(c2ccccc2)c2ccccc2)P(c2ccccc2)(c2ccccc2)c2ccccc2)cc1. The product is Fc1ccc(COc2c(-c3ccccc3)cccc2-c2cccc(C(c3ccccc3)c3ccccc3)n2)cc1. RXN SMILES: [C:1](=[O:2])([O-:3])[O-:4].[CH3:58][CH2:59][O:60][C:61](=[O:62])[CH3:63].[CH:7]([c:8]1[cH:9][cH:10][cH:11][cH:12][cH:13]1)([c:14]1[cH:15][cH:16][cH:17][cH:18][cH:19]1)[c:20]1[n:21][c:22](-[c:26]2[c:27]([O:33][CH2:34][c:35]3[cH:36][cH:37][c:38]([F:41])[cH:39][cH:40]3)[c:28]([Br:32])[cH:29][cH:30][cH:31]2)[cH:23][cH:24][cH:25]1.[K+:5].[K+:6].[O:52]1[CH2:53][CH2:54][O:55][CH2:56][CH2:57]1.[OH2:51].[OH:42][B:43]([OH:44])[c:45]1[cH:46][cH:47][cH:48][cH:49][cH:50]1.[cH:64]1[cH:65][cH:66][c:67]([P:68]([Pd:69]([P:70]([c:71]2[cH:72][cH:73][cH:74][cH:75][cH:76]2)([c:77]2[cH:78][cH:79][cH:80][cH:81][cH:82]2)[c:83]2[cH:84][cH:85][cH:86][cH:87][cH:88]2)([P:89]([c:90]2[cH:91][cH:92][cH:93][cH:94][cH:95]2)([c:96]2[cH:97][cH:98][cH:99][cH:100][cH:101]2)[c:102]2[cH:103][cH:104][cH:105][cH:106][cH:107]2)[P:108]([c:109]2[cH:110][cH:111][cH:112][cH:113][cH:114]2)([c:115]2[cH:116][cH:117][cH:118][cH:119][cH:120]2)[c:121]2[cH:122][cH:123][cH:124][cH:125][cH:126]2)([c:127]2[cH:128][cH:129][cH:130][cH:131][cH:132]2)[c:133]2[cH:134][cH:135][cH:136][cH:137][cH:138]2)[cH:139][cH:140]1>>[CH:7]([c:8]1[cH:9][cH:10][cH:11][cH:12][cH:13]1)([c:14]1[cH:15][cH:16][cH:17][cH:18][cH:19]1)[c:20]1[n:21][c:22](-[c:26]2[c:27]([O:33][CH2:34][c:35]3[cH:36][cH:37][c:38]([F:41])[cH:39][cH:40]3)[c:28](-[c:45]3[cH:46][cH:47][cH:48][cH:49][cH:50]3)[cH:29][cH:30][cH:31]2)[cH:23][cH:24][cH:25]1.